Dataset: the Open Reaction Database (ORD), a public repository of structured organic reaction records. Task: describe an organic reaction: reactants, conditions, products, and yield The reactants are C(C)(=O)N1CC2=C(C(=CC=C2CC1)Cl)S(=O)(=O)Cl (2-Acetyl-8-chlorosulfonyl-7-chloro-1,2,3,4-tetrahydroisoquinoline), [OH-].[NH4+] (ammonium hydroxide). The product is C(C)(=O)N1CC2=C(C(=CC=C2CC1)Cl)S(N)(=O)=O (2-acetyl-7-chloro-8-sulfamyl-1,2,3,4-tetrahydroisoquinoline). As a reaction SMILES: [C:1]([N:4]1[CH2:13][CH2:12][C:11]2[C:6](=[C:7]([S:15](Cl)(=[O:17])=[O:16])[C:8]([Cl:14])=[CH:9][CH:10]=2)[CH2:5]1)(=[O:3])[CH3:2].[OH-].[NH4+:20]>>[C:1]([N:4]1[CH2:13][CH2:12][C:11]2[C:6](=[C:7]([S:15](=[O:17])(=[O:16])[NH2:20])[C:8]([Cl:14])=[CH:9][CH:10]=2)[CH2:5]1)(=[O:3])[CH3:2] |f:1.2|. Procedure details: 2-Acetyl-8-amino-7-chloro-1,2,3,4-tetrahydroisoquinoline (0.04 mole) in concentrated hydrochloric acid (8.4 ml.) is cooled to 3° C. and treated with sodium nitrite (0.044 mole) dissolved in water (6 ml.). After stirring for 30 minutes, the reaction is tested for nitrous acid with starch/iodide paper. If the test for nitrous acid is negative, more sodium nitrite is added in small portions with stirring over a period of time until the test is positive. When a positive reaction is obtained, magnesi... As a reaction SMILES: [Cl:1][CH2:2][C:3](=[O:4])[N:5]([CH3:6])[CH3:7].[Cl:27][CH2:28][Cl:29].[Na+:26].[OH-:25].[P:8]([Cl:9])([Cl:10])([Cl:11])=[O:12].[cH:13]1[cH:14][n:15]2[c:24]3[c:19]([cH:20][cH:21][cH:22][c:23]13)[CH2:18][CH2:17][CH2:16]2>>[Cl:1][CH2:2][C:3](=[O:4])[c:13]1[cH:14][n:15]2[c:24]3[c:19]([cH:20][cH:21][cH:22][c:23]13)[CH2:18][CH2:17][CH2:16]2. The reactants are CN(C)C(=O)CCl, ClCCl, [Na+], [OH-], O=P(Cl)(Cl)Cl, c1cc2c3c(c1)ccn3CCC2. Product: O=C(CCl)c1cn2c3c(cccc13)CCC2. Starting materials: O (water), N1N=NN=C1C1=NC=C(C=C1)Br (2-(tetrazol-5-yl)-5-bromopyridine), [OH-].[Na+] (sodium hydroxide), IC (iodomethane). The solvent is CN(C=O)C (dimethylformamide). Reaction conditions: time 6 hour. The product is CN1N=NN=C1C1=NC=C(C=C1)Br (2-(1-methyltetrazol-5-yl)-5-bromopyridine), CN1N=C(N=N1)C1=NC=C(C=C1)Br (2-(2-methyltetrazol-5-yl)-5-bromopyridine). As a reaction SMILES: [NH:1]1[C:5]([C:6]2[CH:11]=[CH:10][C:9]([Br:12])=[CH:8][N:7]=2)=[N:4][N:3]=[N:2]1.[OH-].[Na+].I[CH3:16].O>CN(C)C=O>[CH3:16][N:4]1[C:5]([C:6]2[CH:11]=[CH:10][C:9]([Br:12])=[CH:8][N:7]=2)=[N:1][N:2]=[N:3]1.[CH3:16][N:3]1[N:2]=[N:1][C:5]([C:6]2[CH:11]=[CH:10][C:9]([Br:12])=[CH:8][N:7]=2)=[N:4]1 |f:1.2|. Reported procedure: 10.5 g of 2-(tetrazol-5-yl)-5-bromopyridine prepared in the Preparation example 6 was dissolved in 100 ml of dimethylformamide. And then 6.5 g of sodium hydroxide was added to the solution and 9.3 g of iodomethane was slowly added to the solution at the temperature of 0° C. The solution was stirred for 6 hours at room temperature, added with water, extracted with ethyl acetate. And then the organic layer was washed with brine, dehydrated, filtrated, concentrated in vacuo and purified by column c...